From a dataset of the Open Reaction Database (ORD), a public repository of structured organic reaction records. describe an organic reaction: reactants, conditions, products, and yield The reactants are C(#N)C1=NC=CC=N1 (2-cyanopyrimidine), C(C)OCC (diethyl ether), Cl (hydrochloric acid), CC=1OC=CC1C (2,3-Dimethylfuran), C(C)OCC (diethyl ether), C(CCC)[Li] (n-butyllithium). Solvent: CCCCCC (hexane). Reaction conditions: temperature -78 celsius. The product is CC=1C=C(OC1C)C(=O)C1=NC=CC=N1 ((4,5-dimethylfuran-2-yl)-(2-pyrimidyl)-methanone). Isolated yield 7.0%. As a reaction SMILES: [CH3:1][C:2]1[O:3][CH:4]=[CH:5][C:6]=1[CH3:7].C([Li])CCC.[C:13]([C:15]1[N:20]=[CH:19][CH:18]=[CH:17][N:16]=1)#N.Cl.C([O:24]CC)C>CCCCCC>[CH3:7][C:6]1[CH:5]=[C:4]([C:13]([C:15]2[N:20]=[CH:19][CH:18]=[CH:17][N:16]=2)=[O:24])[O:3][C:2]=1[CH3:1]. Reported procedure: 2,3-Dimethylfuran (1.5 g) was dissolved in diethyl ether (20 ml) under an argon atmosphere to prepare a solution. A 1.6 M hexane solution (10.9 ml) of n-butyllithium was added dropwise to the solution at 0° C., and the mixture was stirred under reflux for 2.5 hr. Thereafter, the reaction solution was cooled to −78° C., a solution of 2-cyanopyrimidine (1.8 g) in diethyl ether (8 ml) was added dropwise thereto, and the mixture was stirred at room temperature overnight. The reaction solution was po... Solvent: O1CCCC1 (tetrahydrofuran). Run at time 10 minute. Reaction SMILES: [CH2:1]([O:8][C:9]1[C:24]([F:25])=[CH:23][C:12]([CH2:13][C:14]2[C:22]3[C:17](=[N:18][CH:19]=[CH:20][CH:21]=3)[NH:16][CH:15]=2)=[C:11]([F:26])[CH:10]=1)[C:2]1[CH:7]=[CH:6][CH:5]=[CH:4][CH:3]=1.[H-].[Na+].[CH:29]([Si:32](Cl)([CH:36]([CH3:38])[CH3:37])[CH:33]([CH3:35])[CH3:34])([CH3:31])[CH3:30].O>O1CCCC1>[CH2:1]([O:8][C:9]1[C:24]([F:25])=[CH:23][C:12]([CH2:13][C:14]2[C:22]3[C:17](=[N:18][CH:19]=[CH:20][CH:21]=3)[N:16]([Si:32]([CH:36]([CH3:38])[CH3:37])([CH:33]([CH3:35])[CH3:34])[CH:29]([CH3:31])[CH3:30])[CH:15]=2)=[C:11]([F:26])[CH:10]=1)[C:2]1[CH:3]=[CH:4][CH:5]=[CH:6][CH:7]=1 |f:1.2|. Procedure details: To 3-(4-Benzyloxy-2,5-difluoro-benzyl)-1H-pyrrolo[2,3-b]pyridine (P-1901, 560.0 mg, 1.60 mmol, prepared as described in Example 18, Scheme 33) in tetrahydrofuran (28.0 mL) was added sodium hydride (100.0 mg, 60% in mineral oil, 2.50 mmol). After 10 minutes, triisopropylsilyl chloride (0.500 mL, 2.36 mmol) was added to the reaction. After 4 hours, the reaction was poured into water and extracted with ethyl acetate. The organic layer was dried over anhydrous sodium sulfate and filtered. The filtra... Product: C(C1=CC=CC=C1)OC1=CC(=C(CC2=CN(C3=NC=CC=C32)[Si](C(C)C)(C(C)C)C(C)C)C=C1F)F (3-(4-Benzyloxy-2,5-difluoro-benzyl)-1-triisopropylsilanyl-1H-pyrrolo[2,3-b]pyridine). Reactants: C(C1=CC=CC=C1)OC1=CC(=C(CC2=CNC3=NC=CC=C32)C=C1F)F (3-(4-Benzyloxy-2,5-difluoro-benzyl)-1H-pyrrolo[2,3-b]pyridine), [H-].[Na+] (sodium hydride), O (water), C(C)(C)[Si](C(C)C)(C(C)C)Cl (triisopropylsilyl chloride). Run in C1CCOC1 (THF). The product is C(C1=CC=CC=C1)OC(=O)N1CC(CC1CO)O (N1 -(Benzyloxycarbonyl)-3-Hydroxypyrrolidine-5-Methanol). Reported procedure: To a solution of N-CBz-4-hydroxy-L-proline (38.1 mmol) in 250 ml THF was added borane-methyl sulfide (78 mmol) dropwise at room temperature. After the evolution of H2 had ceased, the solution was heated to reflux with mechanical stirring. After 1 hour a white precipitate had formed. Methanol was carefully added, and the resulting solution refluxed for a further 15 minutes. The solution was cooled to room temperature, the solvents evaporated under reduced pressure, and the residual gum coevaporat... As a reaction SMILES: [C:1]([N:11]1[CH2:18][CH:17]([OH:19])[CH2:16][C@H:12]1[C:13](O)=[O:14])([O:3][CH2:4][C:5]1[CH:10]=[CH:9][CH:8]=[CH:7][CH:6]=1)=[O:2].B.CSC.CO>C1COCC1>[CH2:4]([O:3][C:1]([N:11]1[CH:12]([CH2:13][OH:14])[CH2:16][CH:17]([OH:19])[CH2:18]1)=[O:2])[C:5]1[CH:10]=[CH:9][CH:8]=[CH:7][CH:6]=1 |f:1.2|. Reactants: C(=O)(OCC1=CC=CC=C1)N1[C@H](C(=O)O)CC(C1)O (N-CBz-4-hydroxy-L-proline), B.CSC (borane methyl sulfide), CO (Methanol). The reactants are CI (methyliodide), CC1=CC=C(C=C1)C=1C(=CNC1)C#N (4-(4-methylphenyl)pyrrole-3-carbonitrile). Reagents/catalysts: [I-].C(CCC)[N+](CCCC)(CCCC)CCCC (tetrabutylammonium iodide). Solvent: C1=CC=CC=C1 (benzene), [OH-].[Na+] (sodium hydroxide). Run at time 3 hour. Product: CN1C=C(C(=C1)C1=CC=C(C=C1)C)C#N (1-methyl-4-(4-methylphenyl)pyrrole-3-carbonitrile). The yield is 94.2%. As a reaction SMILES: [CH3:1][C:2]1[CH:7]=[CH:6][C:5]([C:8]2[C:9]([C:13]#[N:14])=[CH:10][NH:11][CH:12]=2)=[CH:4][CH:3]=1.[CH3:15]I>C1C=CC=CC=1.[OH-].[Na+].[I-].C([N+](CCCC)(CCCC)CCCC)CCC>[CH3:15][N:11]1[CH:12]=[C:8]([C:5]2[CH:4]=[CH:3][C:2]([CH3:1])=[CH:7][CH:6]=2)[C:9]([C:13]#[N:14])=[CH:10]1 |f:3.4,5.6|. Procedure details: To a solution of 4-(4-methylphenyl)pyrrole-3-carbonitrile (2.0 g) in a mixture of benzene (40 ml) and 50% aqueous sodium hydroxide solution (10 ml) was added methyliodide (1.56 g) and tetrabutylammonium iodide (4.06 g) in that order in an ice bath. The mixture was stirred for 3 hours at ambient temperature and extracted twice with diethyl ether. The combined organic layers were washed with aqueous hydrochloric acid and then water, dried, and concentrated in vacuo to yield 1-methyl-4-(4-methylphe...